This data is from the Open Reaction Database (ORD), a public repository of structured organic reaction records. The task is: describe an organic reaction: reactants, conditions, products, and yield Reactants: C[Si](C)(C)Br (trimethylsilyl bromide), C(C)N(C(C(=C)COCCP(=O)(OC)OC)=O)CC (2-[4-(dimethoxyphosphoryl)-2-oxabutyl]-acrylic acid diethylamide). Reaction conditions: temperature 40 celsius, time 2 hour. Yields the product C(C)N(C(C(=C)COCCP(=O)(O)O)=O)CC (2-[4-(dihydroxyphosphoryl)-2-oxabutyl]-acrylic acid diethylamide). Yield: 99.8%. As a reaction SMILES: C[Si](Br)(C)C.[CH2:6]([N:8]([CH2:23][CH3:24])[C:9](=[O:22])[C:10]([CH2:12][O:13][CH2:14][CH2:15][P:16]([O:20]C)([O:18]C)=[O:17])=[CH2:11])[CH3:7]>>[CH2:23]([N:8]([CH2:6][CH3:7])[C:9](=[O:22])[C:10]([CH2:12][O:13][CH2:14][CH2:15][P:16]([OH:20])([OH:18])=[O:17])=[CH2:11])[CH3:24]. Reported procedure: 17 g (111 mmol) trimethylsilyl bromide are slowly added dropwise to 13.5 g (51 mmol) of compound 2 and the mixture is subsequently stirred for 2 hours at 40° C. Afterwards, it is firstly concentrated in a water-jet vacuum and then in a fine vacuum (0.2 mbar), 70 ml of absolute methanol are added and the mixture is stirred overnight at room temperature. The slightly yellowish, clear solution is concentrated on the rotary evaporator and dried off in fine vacuum (0.2 mbar) at 40° C. until its weigh... Starting materials: O (water), OC=1C=C(C=O)C=CC1 (3-hydroxybenzaldehyde), C1(=CC=CC=C1)C1=CC=C(CCl)C=C1 (4-phenyl-benzylchloride), C([O-])([O-])=O.[K+].[K+] (potassium carbonate). Run in CN(C)C=O (N,N'-dimethylformamide). Conditions: time 16 hour. Product: C1(=CC=C(C=C1)COC=1C=C(C=O)C=CC1)C1=CC=CC=C1 (3-(biphenyl-4-ylmetoxy)benzaldehyde). The yield is 87.1%. As a reaction SMILES: [OH:1][C:2]1[CH:3]=[C:4]([CH:7]=[CH:8][CH:9]=1)[CH:5]=[O:6].[C:10]1([C:16]2[CH:23]=[CH:22][C:19]([CH2:20]Cl)=[CH:18][CH:17]=2)[CH:15]=[CH:14][CH:13]=[CH:12][CH:11]=1.C(=O)([O-])[O-].[K+].[K+].O>CN(C=O)C>[C:16]1([C:10]2[CH:11]=[CH:12][CH:13]=[CH:14][CH:15]=2)[CH:17]=[CH:18][C:19]([CH2:20][O:1][C:2]2[CH:3]=[C:4]([CH:7]=[CH:8][CH:9]=2)[CH:5]=[O:6])=[CH:22][CH:23]=1 |f:2.3.4|. Procedure: A mixture of 3-hydroxybenzaldehyde (6.02 g, 49 mmol), 4-phenyl-benzylchloride (10 g, 49 mmol) and potassium carbonate (20 g, 148 mmol) in N,N'-dimethylformamide (100 ml) was stirred at room temperature for 16 h. The mixture was poured into water (500 ml) and stirred for 1 h. The solid formed was filtered off, washed with water (2×200 ml) and heptane (2×75 ml) and dried in vacuo at 50° C. for 16 h affording 12.3 g (87%) of 3-(biphenyl-4-ylmetoxy)benzaldehyde as a solid. TLC showed presence of unc... Starting materials: C1(CCCC1)C[C@@H](C(=O)N1C(OC[C@@H]1CC1=CC=CC=C1)=O)COCC1=CC=CC=C1 ((4S)-3-((2R)-3-cyclopentyl-2-{[(phenylmethyl)oxy]methyl}propanoyl)-4-(phenylmethyl)-1,3-oxazolidin-2-one), [H][H] (hydrogen). Reagents/catalysts: [Pd] (Pd/C). The solvent is CN(C)C=O (DMF), C(C)O (ethanol). Conditions: time 60 hour. The product is C1(CCCC1)C[C@@H](C(=O)N1C(OC[C@@H]1CC1=CC=CC=C1)=O)CO ((4S)-3-[(2R)-3-cyclopentyl-2-(hydroxymethyl)propanoyl]-4-(phenylmethyl)-1,3-oxazolidin-2-one). The yield is 99.9%. Reaction SMILES: [CH:1]1([CH2:6][C@H:7]([CH2:23][O:24]CC2C=CC=CC=2)[C:8]([N:10]2[C@@H:14]([CH2:15][C:16]3[CH:21]=[CH:20][CH:19]=[CH:18][CH:17]=3)[CH2:13][O:12][C:11]2=[O:22])=[O:9])[CH2:5][CH2:4][CH2:3][CH2:2]1.[H][H]>C(O)C.CN(C=O)C.[Pd]>[CH:1]1([CH2:6][C@H:7]([CH2:23][OH:24])[C:8]([N:10]2[C@@H:14]([CH2:15][C:16]3[CH:17]=[CH:18][CH:19]=[CH:20][CH:21]=3)[CH2:13][O:12][C:11]2=[O:22])=[O:9])[CH2:2][CH2:3][CH2:4][CH2:5]1. Procedure details: A solution of (4S)-3-((2R)-3-cyclopentyl-2-{[(phenylmethyl)oxy]methyl}propanoyl)-4-(phenylmethyl)-1,3-oxazolidin-2-one (42.7 g, 0.1 mol) in ethanol (800 mL) and DMF (180 mL) was subjected to catalytic hydrogenation using 10% Pd/C (4 g) and a balloon of hydrogen. The reaction was 50% complete by LCMS after 24 h. The reaction was purged with nitrogen and a fresh balloon of hydrogen was introduced. After an additional 60 h, the reaction was again purged with nitrogen, was filtered, and the filtrate... The reactants are CC=1SC(=NN1)C=CC1=C(C=CC=C1)OCC1CO1 (2-methyl-5-[2-(2,3-epoxypropoxy)-styryl]-1,3,4-thiadiazole), C(C)(C)N (isopropylamine). Solvent: C(C)(C)O (isopropanol). The product is CC=1SC(=NN1)C=CC1=C(C=CC=C1)OCC(CNC(C)C)O (2-Methyl-5-[2-(2-hydroxy-3-isopropylamino-propoxy)-styryl]-1,3,4-thiadiazol). Reaction SMILES: [CH3:1][C:2]1[S:3][C:4]([CH:7]=[CH:8][C:9]2[CH:14]=[CH:13][CH:12]=[CH:11][C:10]=2[O:15][CH2:16][CH:17]2[O:19][CH2:18]2)=[N:5][N:6]=1.[CH:20]([NH2:23])([CH3:22])[CH3:21]>C(O)(C)C>[CH3:1][C:2]1[S:3][C:4]([CH:7]=[CH:8][C:9]2[CH:14]=[CH:13][CH:12]=[CH:11][C:10]=2[O:15][CH2:16][CH:17]([OH:19])[CH2:18][NH:23][CH:20]([CH3:22])[CH3:21])=[N:5][N:6]=1. Reported procedure: 7 g (0.025 mole) of 2-methyl-5-[2-(2,3-epoxypropoxy)-styryl]-1,3,4-thiadiazole and 2.9 g (0.05 mole) of isopropylamine are mixed in 100 ml of isopropanol and the mixture is refluxed for 7 hours. On cooling, a precipitate forms; this is recrystallized from toluene, together with the solid residue obtained from concentrating the mother liquor. 5.1 g (61% of theory), melting point 156°-157°.